From a dataset of the Open Reaction Database (ORD), a public repository of structured organic reaction records. describe an organic reaction: reactants, conditions, products, and yield Reactants: CN(C)c1ccncc1, COc1cc2nccc(Cl)c2cc1OC, Clc1ccccc1Cl, O, CSc1cc(C(C)=O)c(O)cc1C. The product is COc1cc2nccc(Oc3cc(C)c(SC)cc3C(C)=O)c2cc1OC. Reaction SMILES: [CH3:30][N:31]([CH3:32])[c:33]1[cH:34][cH:35][n:36][cH:37][cH:38]1.[Cl:14][c:15]1[cH:16][cH:17][n:18][c:19]2[cH:20][c:21]([O:27][CH3:28])[c:22]([O:25][CH3:26])[cH:23][c:24]12.[Cl:39][c:40]1[cH:41][cH:42][cH:43][cH:44][c:45]1[Cl:46].[OH2:29].[OH:1][c:2]1[c:3]([C:11]([CH3:12])=[O:13])[cH:4][c:5]([S:9][CH3:10])[c:6]([CH3:8])[cH:7]1>>[O:1]([c:2]1[c:3]([C:11]([CH3:12])=[O:13])[cH:4][c:5]([S:9][CH3:10])[c:6]([CH3:8])[cH:7]1)[c:15]1[cH:16][cH:17][n:18][c:19]2[cH:20][c:21]([O:27][CH3:28])[c:22]([O:25][CH3:26])[cH:23][c:24]12. Product: C(C)(C)C12C3CCC(C3(CCC1)C)(C2)C (4-isopropyl-1,7a-dimethyl-octahydro-1,4-methano-indene). Isolated yield 134.7%. Procedure details: In a 2 L four-necked flask, 1,000 g of longifolene (manufactured by Yasuhara Chemical Co., Ltd.) and 100 g of bromoacetic acid were placed and reacted at 170° C. for 18 hours. The reaction mixture was washed with a saturated aqueous sodium hydrogen carbonate solution and with water and then refined by distillation. Thereafter, the refined product was placed in a 2 L autoclave together with 18 g of a palladium-carbon hydrogenation catalyst and subjected to hydrogenation (hydrogen pressure: 6 MPa,... Reactants: CC1(CCCC2(C3C1C(C2=C)CC3)C)C (longifolene), BrCC(=O)O (bromoacetic acid). Reaction SMILES: [CH3:1][C:2]1([CH3:15])[CH:8]2[CH:9]3[CH2:12][CH2:13][CH:7]2[C:6]([CH3:14])([C:10]3=C)[CH2:5][CH2:4][CH2:3]1.Br[CH2:17]C(O)=O>>[CH:2]([C:8]12[CH2:10][C:6]3([CH3:14])[C:7]([CH3:17])([CH2:13][CH2:12][CH2:9]1)[CH:3]2[CH2:4][CH2:5]3)([CH3:1])[CH3:15].